Task: describe an organic reaction: reactants, conditions, products, and yield. Dataset: the Open Reaction Database (ORD), a public repository of structured organic reaction records Reactants: NC1=CC=C(C=C1)C1(C(C1)C(=O)O)C(=O)O (1-(4-aminophenyl)-1,2-cyclopropanedicarboxylic acid), N (ammonia). Yields the product NC1=CC=C(C=C1)C12C(NC(C2C1)=O)=O (1-(4-Aminophenyl)-3-azabicyclo[3.1.0]hexane-2,4-dione). As a reaction SMILES: [NH2:1][C:2]1[CH:7]=[CH:6][C:5]([C:8]2([C:14]([OH:16])=O)[CH2:10][CH:9]2[C:11](O)=[O:12])=[CH:4][CH:3]=1.[NH3:17]>>[NH2:1][C:2]1[CH:7]=[CH:6][C:5]([C:8]23[CH2:10][CH:9]2[C:11](=[O:12])[NH:17][C:14]3=[O:16])=[CH:4][CH:3]=1. Procedure: In a glass bomb tube, 2.3 g of 1-(4-aminophenyl)-1,2-cyclopropanedicarboxylic acid are stirred in 80 ml of approx. 1N methanolic ammonia solution for 7 days at 100° C. The reaction mixture is evaporated to dryness and the residue is chromatographed over silica gel with hexane/ethyl acetate (4:6). Recrystallisation from ethanol affords white crystals of the title compound, which is identical with the title compound of Example 1.